From a dataset of the Open Reaction Database (ORD), a public repository of structured organic reaction records. describe an organic reaction: reactants, conditions, products, and yield The reactants are C(C)(=O)C=1C=C2C(=CNC2=CC1)CCN (5-acetyl-1H-indole-3-ethanamine), C1(C=2C(C(=O)O1)=CC=CC2)=O (phthalic anhydride), C(C)(=O)[O-].[Na+] (sodium acetate). The solvent is C(C)(=O)O (acetic acid). The product is C(C)(=O)C=1C=C2C(=CNC2=CC1)CCN1C(C2=CC=CC=C2C1=O)=O (2-[2-(5-Acetyl-1H-indol-3-yl)ethyl]-1H-isoindole-1,3(2H)-dione). RXN SMILES: [C:1]([C:4]1[CH:5]=[C:6]2[C:10](=[CH:11][CH:12]=1)[NH:9][CH:8]=[C:7]2[CH2:13][CH2:14][NH2:15])(=[O:3])[CH3:2].[C:16]1(=O)[O:21][C:19](=[O:20])[C:18]2=[CH:22][CH:23]=[CH:24][CH:25]=[C:17]12.C([O-])(=O)C.[Na+]>C(O)(=O)C>[C:1]([C:4]1[CH:5]=[C:6]2[C:10](=[CH:11][CH:12]=1)[NH:9][CH:8]=[C:7]2[CH2:13][CH2:14][N:15]1[C:19](=[O:20])[C:18]2[C:17](=[CH:25][CH:24]=[CH:23][CH:22]=2)[C:16]1=[O:21])(=[O:3])[CH3:2] |f:2.3|. Procedure: A suspension of 5-acetyl-1H-indole-3-ethanamine (1.0 g), phthalic anhydride (0.83 g) and sodium acetate (1.0 g) in acetic acid (15 ml) was heated at reflux for 3 h. On cooling the title compound was deposited as an off-white crystalline solid (1.5 g) m.p. 234°-5°.